This data is from the Open Reaction Database (ORD), a public repository of structured organic reaction records. The task is: describe an organic reaction: reactants, conditions, products, and yield Yields the product CCOC(=O)C(C(=O)OCC)c1ccc(Br)cn1. Reaction SMILES: [Br:1][c:2]1[cH:3][cH:4][c:5]([I:8])[n:6][cH:7]1.[C:20](=[O:21])([O-:22])[O-:23].[CH2:35]1[O:36][CH2:37][CH2:38][O:39][CH2:40]1.[CH2:9]([CH3:10])[O:11][C:12]([CH2:13][C:14](=[O:15])[O:16][CH2:17][CH3:18])=[O:19].[Cs+:24].[Cs+:25].[Cu:41][I:42].[OH:26][C:27]([c:28]1[n:29][cH:30][cH:31][cH:32][cH:33]1)=[O:34]>>[Br:1][c:2]1[cH:3][cH:4][c:5]([CH:13]([C:12]([O:11][CH2:9][CH3:10])=[O:19])[C:14](=[O:15])[O:16][CH2:17][CH3:18])[n:6][cH:7]1. The reactants are Brc1ccc(I)nc1, O=C([O-])[O-], C1COCCO1, CCOC(=O)CC(=O)OCC, [Cs+], [Cs+], [Cu]I, O=C(O)c1ccccn1. The reactants are BrCc1ccccc1, CC(C)=O, [K+], [K+], O=C([O-])[O-], O=C(Oc1ccccc1)c1ccc(O)cc1. Product: O=C(Oc1ccccc1)c1ccc(OCc2ccccc2)cc1. As a reaction SMILES: [Br:17][CH2:18][c:19]1[cH:20][cH:21][cH:22][cH:23][cH:24]1.[CH3:31][C:32](=[O:33])[CH3:34].[K+:25].[K+:26].[O-:27][C:28]([O-:29])=[O:30].[c:1]1([O:7][C:8]([c:9]2[cH:10][cH:11][c:12]([OH:15])[cH:13][cH:14]2)=[O:16])[cH:2][cH:3][cH:4][cH:5][cH:6]1>>[c:1]1([O:7][C:8]([c:9]2[cH:10][cH:11][c:12]([O:15][CH2:18][c:19]3[cH:20][cH:21][cH:22][cH:23][cH:24]3)[cH:13][cH:14]2)=[O:16])[cH:2][cH:3][cH:4][cH:5][cH:6]1. The reactants are CC=1OC(=C(N1)C(=O)O)C (2,5-dimethyl-1,3-oxazole-4-carboxylic acid), N[C@H](CN1N=C(C=C1)C1=CC(=C(C#N)C=C1)Cl)C ((S)-4-(1-(2-aminopropyl)-1H-pyrazol-3-yl)-2-chlorobenzonitrile). Product: ClC=1C=C(C=CC1C#N)C1=NN(C=C1)C[C@H](C)NC(=O)C=1N=C(OC1C)C ((S)—N-(1-(3-(3-chloro-4-cyanophenyl)-1H-pyrazol-1-yl)propan-2-yl)-2,5-dimethyloxazole-4-carboxamide). Yield: 64.7%. RXN SMILES: [CH3:1][C:2]1[O:3][C:4]([CH3:10])=[C:5]([C:7]([OH:9])=O)[N:6]=1.[NH2:11][C@@H:12]([CH3:28])[CH2:13][N:14]1[CH:18]=[CH:17][C:16]([C:19]2[CH:26]=[CH:25][C:22]([C:23]#[N:24])=[C:21]([Cl:27])[CH:20]=2)=[N:15]1>>[Cl:27][C:21]1[CH:20]=[C:19]([C:16]2[CH:17]=[CH:18][N:14]([CH2:13][C@@H:12]([NH:11][C:7]([C:5]3[N:6]=[C:2]([CH3:1])[O:3][C:4]=3[CH3:10])=[O:9])[CH3:28])[N:15]=2)[CH:26]=[CH:25][C:22]=1[C:23]#[N:24]. Procedure: (S)—N-(1-(3-(3-chloro-4-cyanophenyl)-1H-pyrazol-1-yl)propan-2-yl)-2,5-dimethyloxazole-4-carboxamide was prepared using the method of Example 34(d) starting from 2,5-dimethyl-1,3-oxazole-4-carboxylic acid (0.262 g, 1.804 mmol) and (S)-4-(1-(2-aminopropyl)-1H-pyrazol-3-yl)-2-chlorobenzonitrile (0.4 g, 1.504 mmol). The product was triturated using diethyl ether. Yield 64.7%. 1H-NMR (400 MHz; DMSO-d6): δ 1.08 (d, 3H), 2.43 (d, 6H), 4.23 (dd, 1H), 4.34-4.45 (m, 2H), 6.96 (d, 1H), 7.83 (d, 1H), 7.96-8... Yields the product O=C(C=C(Nc1cccc(Cl)c1)c1ccccc1)C(F)(F)F. The reactants are CO, Nc1cccc(Cl)c1, O=C(C#Cc1ccccc1)C(F)(F)F. As a reaction SMILES: [CH3:23][OH:24].[Cl:15][c:16]1[cH:17][c:18]([NH2:19])[cH:20][cH:21][cH:22]1.[F:1][C:2]([C:3]([C:4]#[C:5][c:6]1[cH:7][cH:8][cH:9][cH:10][cH:11]1)=[O:12])([F:13])[F:14]>>[F:1][C:2]([C:3]([CH:4]=[C:5]([c:6]1[cH:7][cH:8][cH:9][cH:10][cH:11]1)[NH:19][c:18]1[cH:17][c:16]([Cl:15])[cH:22][cH:21][cH:20]1)=[O:12])([F:13])[F:14]. Starting materials: [OH-].[NH4+] (Ammonium hydroxide), ClC=1N=C(N(C1CO[Si](C)(C)C(C)(C)C)COCC[Si](C)(C)C)S(=O)(=O)Cl (4-chloro-5-({[(1,1-dimethylethyl)(dimethyl)silyl]oxy}methyl)-1-({[2-(trimethylsilyl)ethyl]oxy}methyl)-1H-imidazole-2-sulfonyl chloride). Solvent: CC(=O)C (acetone), C1CCOC1 (THF). Run at time 30 minute. Yields the product ClC=1N=C(N(C1CO[Si](C)(C)C(C)(C)C)COCC[Si](C)(C)C)S(=O)(=O)N (4-chloro-5-({[(1,1-dimethylethyl)(dimethyl)silyl]oxy}methyl)-1-({[2-(trimethylsilyl)ethyl]oxy}methyl)-1H-imidazole-2-sulfonamide). Isolated yield 74.4%. As a reaction SMILES: [OH-].[NH4+:2].[Cl:3][C:4]1[N:5]=[C:6]([S:26](Cl)(=[O:28])=[O:27])[N:7]([CH2:18][O:19][CH2:20][CH2:21][Si:22]([CH3:25])([CH3:24])[CH3:23])[C:8]=1[CH2:9][O:10][Si:11]([C:14]([CH3:17])([CH3:16])[CH3:15])([CH3:13])[CH3:12]>CC(C)=O.C1COCC1>[Cl:3][C:4]1[N:5]=[C:6]([S:26]([NH2:2])(=[O:28])=[O:27])[N:7]([CH2:18][O:19][CH2:20][CH2:21][Si:22]([CH3:25])([CH3:24])[CH3:23])[C:8]=1[CH2:9][O:10][Si:11]([C:14]([CH3:17])([CH3:16])[CH3:15])([CH3:13])[CH3:12] |f:0.1|. Reported procedure: Ammonium hydroxide (5.0 mL, 128 mmol) was added to a 0° C. solution of 4-chloro-5-({[(1,1-dimethylethyl)(dimethyl)silyl]oxy}methyl)-1-({[2-(trimethylsilyl)ethyl]oxy}methyl)-1H-imidazole-2-sulfonyl chloride (1.33 g, 2.8 mmol) in acetone (4.5 mL) and THF (2.5 mL). The reaction mixture was stirred at RT for 30 min and evaporated. The residue was taken up in EtOAc and washed with brine. The organic phase was dried (Na2SO4), filtered, evaporated, and purified by silica gel chromatography (0-25% EtOA/...